Dataset: the Open Reaction Database (ORD), a public repository of structured organic reaction records. Task: describe an organic reaction: reactants, conditions, products, and yield Product: CC(O)C1C(=O)N(C(C(=S)OCc2ccc([N+](=O)[O-])cc2)=C(Oc2ccc(C(=O)Sc3cc(Cl)c(Cl)cc3Cl)cc2)C(=O)C(C)(C)C)C1Cl. Starting materials: ClC(Cl)(Cl)Cl, CCSC1C(C(C)O)C(=O)N1C(C(=S)OCc1ccc([N+](=O)[O-])cc1)=C(Oc1ccc(C(=O)Sc2cc(Cl)c(Cl)cc2Cl)cc1)C(=O)C(C)(C)C, ClC(Cl)Cl, Cl. As a reaction SMILES: [C:57]([Cl:58])([Cl:59])([Cl:60])[Cl:61].[CH2:1]([S:2][CH:4]1[CH:5]([CH:49]([CH3:50])[OH:51])[C:6](=[O:48])[N:7]1[C:8]([C:9](=[S:10])[O:11][CH2:12][c:13]1[cH:14][cH:15][c:16]([N+:19](=[O:20])[O-:21])[cH:17][cH:18]1)=[C:22]([C:23]([C:24]([CH3:25])([CH3:26])[CH3:27])=[O:28])[O:29][c:30]1[cH:31][cH:32][c:33]([C:36](=[O:37])[S:38][c:39]2[c:40]([Cl:47])[cH:41][c:42]([Cl:46])[c:43]([Cl:45])[cH:44]2)[cH:34][cH:35]1)[CH3:3].[CH:53]([Cl:54])([Cl:55])[Cl:56].[Cl:52]>>[CH:4]1([Cl:54])[CH:5]([CH:49]([CH3:50])[OH:51])[C:6](=[O:48])[N:7]1[C:8]([C:9](=[S:10])[O:11][CH2:12][c:13]1[cH:14][cH:15][c:16]([N+:19](=[O:20])[O-:21])[cH:17][cH:18]1)=[C:22]([C:23]([C:24]([CH3:25])([CH3:26])[CH3:27])=[O:28])[O:29][c:30]1[cH:31][cH:32][c:33]([C:36](=[O:37])[S:38][c:39]2[c:40]([Cl:47])[cH:41][c:42]([Cl:46])[c:43]([Cl:45])[cH:44]2)[cH:34][cH:35]1.